The task is: describe an organic reaction: reactants, conditions, products, and yield. This data is from the Open Reaction Database (ORD), a public repository of structured organic reaction records. Starting materials: ClC1=NC=NC(=C1)Cl (4,6-dichloropyrimidine), FC(OC1=CC=C(C=C1)B(O)O)(F)F (4-trifluoromethoxyphenyl boronic acid), ClC1=NC=NC(=C1)C1=CC=C(C=C1)OC(F)(F)F (4-Chloro-6-(4-trifluoromethoxy-phenyl)-pyrimidine), [O-]P(=O)([O-])[O-].[K+].[K+].[K+] (K3PO4). The reagents and catalysts are C=1C=CC(=CC1)[P](C=2C=CC=CC2)(C=3C=CC=CC3)[Pd]([P](C=4C=CC=CC4)(C=5C=CC=CC5)C=6C=CC=CC6)([P](C=7C=CC=CC7)(C=8C=CC=CC8)C=9C=CC=CC9)[P](C=1C=CC=CC1)(C=1C=CC=CC1)C=1C=CC=CC1 (Pd(PPh3)4). Solvent: COCCOC (DME), O (water). Run at temperature 85 celsius. The product is C1(=CC=CC=C1)[C@H](CNC1=NC=NC(=C1)C1=CC=C(C=C1)OC(F)(F)F)O ((1R)-1-Phenyl-2-[(6-{4-[(trifluoromethyl)oxy]phenyl}pyrimidin-4-yl)amino]ethanol). Isolated yield 54.0%. Reaction SMILES: Cl[C:2]1[CH:7]=[C:6]([C:8]2[CH:13]=[CH:12][C:11]([O:14][C:15]([F:18])([F:17])[F:16])=[CH:10][CH:9]=2)[N:5]=[CH:4][N:3]=1.Cl[C:20]1[CH:25]=[C:24](Cl)N=C[N:21]=1.FC(F)(F)O[C:30]1[CH:35]=[CH:34]C(B(O)O)=[CH:32][CH:31]=1.[O-:41]P([O-])([O-])=O.[K+].[K+].[K+]>COCCOC.O.C1C=CC([P]([Pd]([P](C2C=CC=CC=2)(C2C=CC=CC=2)C2C=CC=CC=2)([P](C2C=CC=CC=2)(C2C=CC=CC=2)C2C=CC=CC=2)[P](C2C=CC=CC=2)(C2C=CC=CC=2)C2C=CC=CC=2)(C2C=CC=CC=2)C2C=CC=CC=2)=CC=1>[C:24]1([C@@H:25]([OH:41])[CH2:20][NH:21][C:2]2[CH:7]=[C:6]([C:8]3[CH:13]=[CH:12][C:11]([O:14][C:15]([F:18])([F:17])[F:16])=[CH:10][CH:9]=3)[N:5]=[CH:4][N:3]=2)[CH:34]=[CH:35][CH:30]=[CH:31][CH:32]=1 |f:3.4.5.6,^1:59,61,80,99|. Reported procedure: 4-Chloro-6-(4-trifluoromethoxy-phenyl)-pyrimidine. To a suspension of 4,6-dichloropyrimidine (2.18 g, 14.7 mmol) and 4-trifluoromethoxyphenyl boronic acid (3.32 g, 16.1 mmol) in DME (72 mL) and water (18 mL) were added K3PO4 (6.24 g, 29.4 mmol) and Pd(PPh3)4 (0.51 g, 0.44 mmol). The reaction mixture was heated at 85° C. under N2 for 16 h. The reaction mixture was cooled to rt and the organic layer separated, dried (MgSO4), and concentrated. The residue was purified (FCC) to give the title compou...